Dataset: the Open Reaction Database (ORD), a public repository of structured organic reaction records. Task: describe an organic reaction: reactants, conditions, products, and yield Reaction SMILES: Cl[C:2]1[N:11]=[CH:10][C:9]2[NH:8][CH2:7][CH:6]3[CH2:12][O:13][CH2:14][CH2:15][N:5]3[C:4]=2[N:3]=1.CC1(C)C(C)(C)OB([C:24]2[C:32]3[C:27](=[N:28][CH:29]=[CH:30][CH:31]=3)[N:26](C(OC(C)(C)C)=O)[CH:25]=2)O1.C([O-])(O)=O.[Na+]>O1CCOCC1.C1C=CC(P(C2C=CC=CC=2)[C-]2C=CC=C2)=CC=1.C1C=CC(P(C2C=CC=CC=2)[C-]2C=CC=C2)=CC=1.Cl[Pd]Cl.[Fe+2]>[NH:26]1[C:27]2=[N:28][CH:29]=[CH:30][CH:31]=[C:32]2[C:24]([C:2]2[N:11]=[CH:10][C:9]3[NH:8][CH2:7][CH:6]4[CH2:12][O:13][CH2:14][CH2:15][N:5]4[C:4]=3[N:3]=2)=[CH:25]1 |f:2.3,5.6.7.8|. The product is N1C=C(C=2C1=NC=CC2)C2=NC=1N3C(CNC1C=N2)COCC3 (2-(1H-pyrrolo[2,3-b]pyridin-3-yl)-5,6,6a,7,9,10-hexahydro-[1,4]oxazino[3,4-h]pteridine). The solvent is O1CCOCC1 (dioxane). Procedure details: A mixture of 2-chloro-5,6,6a,7,9,10-hexahydro-[1,4]oxazino[3,4-h]pteridine (PREPARATION x2, 50 mg, 0.221 mmol), tert-butyl 3-(4,4,5,5-tetramethyl-1,3,2-dioxaborolan-2-yl)-1H-pyrrolo[2,3-b]pyridine-1-carboxylate (114 mg, 0.331 mmol) and PdCl2(dppf) (8.07 mg, 0.011 mmol) were partially dissolved in dioxane (2 mL) and aqueous saturated NaHCO3 (0.4 mL). The resulting brown suspension was stirred overnight at 100° C. By the following day, the coupling reaction was complete and the BOC group had also ... The yield is 14.7%. Reaction conditions: temperature 100 celsius, time 8 hour. The reagents and catalysts are C1=CC=C(C=C1)P([C-]2C=CC=C2)C3=CC=CC=C3.C1=CC=C(C=C1)P([C-]2C=CC=C2)C3=CC=CC=C3.Cl[Pd]Cl.[Fe+2] (PdCl2(dppf)). The reactants are NH4HCO3, ClC1=NC=2N3C(CNC2C=N1)COCC3 (2-chloro-5,6,6a,7,9,10-hexahydro-[1,4]oxazino[3,4-h]pteridine), CC1(OB(OC1(C)C)C1=CN(C2=NC=CC=C21)C(=O)OC(C)(C)C)C (tert-butyl 3-(4,4,5,5-tetramethyl-1,3,2-dioxaborolan-2-yl)-1H-pyrrolo[2,3-b]pyridine-1-carboxylate), C(=O)(O)[O-].[Na+] (NaHCO3). The reactants are NC1=NC(=CC=C1)N (2,6-diaminopyridine), BrC=1C(N(C=C(C1)Br)C)=O (3,5-Dibromo-1-methyl-1H-pyridin-2-one), CC1(C2=CC=CC(=C2OC=2C(=CC=CC12)P(C1=CC=CC=C1)C1=CC=CC=C1)P(C1=CC=CC=C1)C1=CC=CC=C1)C (9,9-dimethyl-4,5-bis(diphenylphosphino)xanthene), C(=O)([O-])[O-].[Cs+].[Cs+] (Cs2CO3). The reagents and catalysts are C=1C=CC(=CC1)/C=C/C(=O)/C=C/C2=CC=CC=C2.C=1C=CC(=CC1)/C=C/C(=O)/C=C/C2=CC=CC=C2.C=1C=CC(=CC1)/C=C/C(=O)/C=C/C2=CC=CC=C2.[Pd].[Pd] (Pd2(dba)3). The solvent is O1CCOCC1 (dioxane). Conditions: temperature 95 celsius. Yields the product NC1=CC=CC(=N1)NC=1C(N(C=C(C1)Br)C)=O (3-(6-Amino-pyridin-2-ylamino)-5-bromo-1-methyl-1H-pyridin-2-one). The yield is 18.3%. Reaction SMILES: [NH2:1][C:2]1[CH:7]=[CH:6][CH:5]=[C:4]([NH2:8])[N:3]=1.Br[C:10]1[C:11](=[O:18])[N:12]([CH3:17])[CH:13]=[C:14]([Br:16])[CH:15]=1.CC1(C)C2C=CC=C(P(C3C=CC=CC=3)C3C=CC=CC=3)C=2OC2C1=CC=CC=2P(C1C=CC=CC=1)C1C=CC=CC=1.C([O-])([O-])=O.[Cs+].[Cs+]>O1CCOCC1.C1C=CC(/C=C/C(/C=C/C2C=CC=CC=2)=O)=CC=1.C1C=CC(/C=C/C(/C=C/C2C=CC=CC=2)=O)=CC=1.C1C=CC(/C=C/C(/C=C/C2C=CC=CC=2)=O)=CC=1.[Pd].[Pd]>[NH2:8][C:4]1[N:3]=[C:2]([NH:1][C:10]2[C:11](=[O:18])[N:12]([CH3:17])[CH:13]=[C:14]([Br:16])[CH:15]=2)[CH:7]=[CH:6][CH:5]=1 |f:3.4.5,7.8.9.10.11|. Procedure details: A 48-mL sealed tube equipped with a magnetic stirring bar was charged with 2,6-diaminopyridine (0.27 g, 1.2 mmol), 3,5-dibromo-1-methyl-1H-pyridin-2-one (1) (0.27 g, 1 mmol), Pd2(dba)3 (0.046 g, 0.05 mmol), 9,9-dimethyl-4,5-bis(diphenylphosphino)xanthene (0.089 g, 0.15 mmol), and Cs2CO3 (0.49 g, 1.5 mmol) in dioxane (10 mL). After the mixture was degassed for 15 min., it was heated at 95° C. for 16 h. Then, the reaction mixture was cooled to room temperature and poured into H2O (10 mL). To this ...